Task: describe an organic reaction: reactants, conditions, products, and yield. Dataset: the Open Reaction Database (ORD), a public repository of structured organic reaction records The product is FCCN1CC2=CC(=C(C=C2CC1)OC)[N+](=O)[O-] (2-(2-fluoroethyl)-6-(methyloxy)-7-nitro-1,2,3,4-tetrahydroisoquinoline). Reported procedure: 6-(methyloxy)-7-nitro-1,2,3,4-tetrahydroisoquinoline (222 mg, 1.07 mmol) was taken in acetonitrile (5 mL), treated with 1-iodo-2-fluoroethane (0.40 g, 2.3 mmol) and potassium carbonate (500 mg, 3.62 mmol, Aldrich). The mixture was heated at 65° C. for 16 h, cooled, and partitioned between ethyl acetate and water. The organic layer was separated, dried over magnesium sulfate, filtered, and concentrated to provide 2-(2-fluoroethyl)-6-(methyloxy)-7-nitro-1,2,3,4-tetrahydroisoquinoline which was tak... The solvent is C(C)#N (acetonitrile). Reaction SMILES: [CH3:1][O:2][C:3]1[CH:4]=[C:5]2[C:10](=[CH:11][C:12]=1[N+:13]([O-:15])=[O:14])[CH2:9][NH:8][CH2:7][CH2:6]2.I[CH2:17][CH2:18][F:19].C(=O)([O-])[O-].[K+].[K+]>C(#N)C>[F:19][CH2:18][CH2:17][N:8]1[CH2:7][CH2:6][C:5]2[C:10](=[CH:11][C:12]([N+:13]([O-:15])=[O:14])=[C:3]([O:2][CH3:1])[CH:4]=2)[CH2:9]1 |f:2.3.4|. Reaction conditions: temperature 65 celsius. Starting materials: COC=1C=C2CCNCC2=CC1[N+](=O)[O-] (6-(methyloxy)-7-nitro-1,2,3,4-tetrahydroisoquinoline), ICCF (1-iodo-2-fluoroethane), C([O-])([O-])=O.[K+].[K+] (potassium carbonate). Starting materials: CI (Methyl iodide), FC=1C=C(C=CC1F)C1(C(NCCC1)=S)C(=O)OCC (ethyl 3-(3,4-difluorophenyl)-2-thioxopiperidine-3-carboxylate). The solvent is C(C)#N (acetonitrile), C(C)(=O)OCC (ethyl acetate). Run at temperature 50 celsius, time 3 hour. The product is FC=1C=C(C=CC1F)C1(C(=NCCC1)SC)C(=O)OCC (ethyl 3-(3,4-difluorophenyl)-2-(methylsulfanyl)-3,4,5,6-tetrahydropyridine-3-carboxylate). As a reaction SMILES: [CH3:1]I.[F:3][C:4]1[CH:5]=[C:6]([C:11]2([C:18]([O:20][CH2:21][CH3:22])=[O:19])[CH2:16][CH2:15][CH2:14][NH:13][C:12]2=[S:17])[CH:7]=[CH:8][C:9]=1[F:10]>C(#N)C.C(OCC)(=O)C>[F:3][C:4]1[CH:5]=[C:6]([C:11]2([C:18]([O:20][CH2:21][CH3:22])=[O:19])[CH2:16][CH2:15][CH2:14][N:13]=[C:12]2[S:17][CH3:1])[CH:7]=[CH:8][C:9]=1[F:10]. Reported procedure: Methyl iodide (0.520 ml,) was added to a mixture of ethyl 3-(3,4-difluorophenyl)-2-thioxopiperidine-3-carboxylate (500 mg) in acetonitrile (5 mL) at room temperature, and the mixture was stirred at 50° C. for 3 hr. The reaction mixture was diluted with ethyl acetate, the mixture was washed with saturated aqueous sodium hydrogen carbonate solution and saturated brine and dried over anhydrous sodium sulfate, and the solvent was evaporated under reduced pressure to give the title compound (530 mg). Starting materials: C1(CCCCC1)C1=NC=CC2=C(C=CC=C12)Cl (1-Cyclohexyl-5-chloroisoquinoline), [Cu](C#N)C#N (copper cyanide). Solvent: CN(C)P(=O)(N(C)C)N(C)C (hexamethylphosphotriamide). The product is C1(CCCCC1)C1=NC=CC2=C(C=CC=C12)C#N (1-cyclohexyl-5-cyanoisoquinoline). As a reaction SMILES: [CH:1]1([C:7]2[C:16]3[C:11](=[C:12](Cl)[CH:13]=[CH:14][CH:15]=3)[CH:10]=[CH:9][N:8]=2)[CH2:6][CH2:5][CH2:4][CH2:3][CH2:2]1.[Cu](C#N)[C:19]#[N:20]>CN(P(N(C)C)(N(C)C)=O)C>[CH:1]1([C:7]2[C:16]3[C:11](=[C:12]([C:19]#[N:20])[CH:13]=[CH:14][CH:15]=3)[CH:10]=[CH:9][N:8]=2)[CH2:6][CH2:5][CH2:4][CH2:3][CH2:2]1. Procedure: 1-Cyclohexyl-5-chloroisoquinoline, copper cyanide and hexamethylphosphotriamide were reacted in the same way as in step (d) of Example 13 to afford 1-cyclohexyl-5-cyanoisoquinoline having a melting point of 94.7° C. The reactants are O (water), S(=O)(=O)([O-])[O-].[Ca+2] (calcium sulphate), [Pb](Cl)Cl (lead chloride), [Pb](Cl)Cl (lead chloride). The solvent is [Cl-].[Na+].O (brine). The product is S(=O)(=O)([O-])[O-].[Pb+2] (lead sulphate), [Cl-].[Ca+2].[Cl-] (calcium chloride). Reaction SMILES: [Pb:1](Cl)[Cl:2].O.[S:5]([O-:9])([O-:8])(=[O:7])=[O:6].[Ca+2:10]>[Cl-].[Na+].O>[S:5]([O-:9])([O-:8])(=[O:7])=[O:6].[Pb+2:1].[Cl-:2].[Ca+2:10].[Cl-:2] |f:2.3,4.5.6,7.8,9.10.11|. Reported procedure: Australian Pat. No. 28,957, (1971) describes a method of precipitating lead chloride from brine solution by cooling followed by reacting said lead chloride with water and calcium sulphate to produce a lead sulphate precipitate and calcium chloride solution. Although low chloride levels in the lead sulphate were obtainable with rigorous washing, the product is again suitable to lead smelters in limited quantities and must be treated on a sinter machine to remove sulphur before the blast. Capital ... Procedure details: To a stirred solution of 3-(2-fluoro-4-iodo-phenylamino)-1-prop-2-ynyl-1H-pyrrolo[3,2-c]pyridine-2-carboxylic acid ethyl ester (55.0 mg, 0.12 mmol) in anhydrous THF (1.0 mL) and MeOH (0.5 mL) under N2 was added freshly prepared 1N aqueous sodium hydroxide (0.24 ml, 2.0 eq). The reaction mixture was stirred at 65° C. for 1 h. The resultant reaction mixture was evaporated in vacuo and azeotroped with toluene (3×5 ml) to give a tan solid. The tan solid was redissolved in anhydrous THF (2.4 ml). EDC... Isolated yield 55.1%. Yields the product C(=C)OCCONC(=O)C1=C(C=2C=NC=CC2N1CC#C)NC1=C(C=C(C=C1)I)F (3-(2-Fluoro-4-iodo-phenylamino)-1-prop-2-ynyl-1-H-pyrrolo[3,2-c]pyridine-2-carboxylic acid (2-vinyloxy-ethoxy)-amide). RXN SMILES: C(O[C:4]([C:6]1[N:14]([CH2:15][C:16]#[CH:17])[C:13]2[CH:12]=[CH:11][N:10]=[CH:9][C:8]=2[C:7]=1[NH:18][C:19]1[CH:24]=[CH:23][C:22]([I:25])=[CH:21][C:20]=1[F:26])=[O:5])C.[OH-].[Na+].CCN=C=NCCCN(C)C.C1C=CC2N(O)N=NC=2C=1.[CH:50]([O:52][CH2:53][CH2:54][O:55][NH2:56])=[CH2:51].CCN(C(C)C)C(C)C>C1COCC1.CO>[CH:50]([O:52][CH2:53][CH2:54][O:55][NH:56][C:4]([C:6]1[N:14]([CH2:15][C:16]#[CH:17])[C:13]2[CH:12]=[CH:11][N:10]=[CH:9][C:8]=2[C:7]=1[NH:18][C:19]1[CH:24]=[CH:23][C:22]([I:25])=[CH:21][C:20]=1[F:26])=[O:5])=[CH2:51] |f:1.2|. The solvent is C1CCOC1 (THF), C1CCOC1 (THF), CO (MeOH). Run at temperature 65 celsius, time 1 hour. The reactants are C(=C)OCCON (O-(2-vinyloxy-ethyl)-hydroxylamine), CCN(C(C)C)C(C)C (DIPEA), C(C)OC(=O)C1=C(C=2C=NC=CC2N1CC#C)NC1=C(C=C(C=C1)I)F (3-(2-fluoro-4-iodo-phenylamino)-1-prop-2-ynyl-1H-pyrrolo[3,2-c]pyridine-2-carboxylic acid ethyl ester), [OH-].[Na+] (sodium hydroxide), CCN=C=NCCCN(C)C (EDCI), C=1C=CC2=C(C1)N=NN2O (HOBT). Reactants: C=CCOc1cn(C)c2cc(F)ccc2c1=O, CN(C)C=O, N#C[K], O. Product: C=CCOc1cn(C)c2cc(C#N)ccc2c1=O. As a reaction SMILES: [CH2:1]([CH:2]=[CH2:3])[O:4][c:5]1[cH:6][n:7]([CH3:17])[c:8]2[cH:9][c:10]([F:16])[cH:11][cH:12][c:13]2[c:14]1=[O:15].[CH3:21][N:22]([CH3:23])[CH:24]=[O:25].[K:18][C:19]#[N:20].[OH2:26]>>[CH2:1]([CH:2]=[CH2:3])[O:4][c:5]1[cH:6][n:7]([CH3:17])[c:8]2[cH:9][c:10]([C:19]#[N:20])[cH:11][cH:12][c:13]2[c:14]1=[O:15].